This data is from the Open Reaction Database (ORD), a public repository of structured organic reaction records. The task is: describe an organic reaction: reactants, conditions, products, and yield Starting materials: CCOC(=O)C(F)P(=O)(OCC)OCC, [Li]CCCC, CCCCCC, [Cl-], O=Cc1ccc([N+](=O)[O-])cc1, [NH4+], C1CCOC1. Product: CCOC(=O)C(F)=Cc1ccc([N+](=O)[O-])cc1. As a reaction SMILES: [CH2:1]([O:2][P:3]([O:4][CH2:5][CH3:6])(=[O:7])[CH:9]([C:10](=[O:11])[O:12][CH2:13][CH3:14])[F:15])[CH3:8].[CH2:22]([Li:23])[CH2:24][CH2:25][CH3:26].[CH3:16][CH2:17][CH2:18][CH2:19][CH2:20][CH3:21].[Cl-:38].[N+:27](=[O:28])([O-:29])[c:30]1[cH:31][cH:32][c:33]([CH:34]=[O:35])[cH:36][cH:37]1.[NH4+:39].[O:40]1[CH2:41][CH2:42][CH2:43][CH2:44]1>>[C:9]([C:10](=[O:11])[O:12][CH2:13][CH3:14])([F:15])=[CH:34][c:33]1[cH:32][cH:31][c:30]([N+:27](=[O:28])[O-:29])[cH:37][cH:36]1. Reactants: [Al+3], CC(S)S, [Cl-], [Cl-], [Cl-], ClCCl, COc1c(F)ccc2c1Nc1sc3ccccc3c1C(N1CCN(C)CC1)=N2. Yields the product CN1CCN(C2=Nc3ccc(F)c(O)c3Nc3sc4ccccc4c32)CC1. Reaction SMILES: [Al+3:34].[CH:29]([SH:30])([SH:31])[CH3:32].[Cl-:33].[Cl-:35].[Cl-:36].[Cl:37][CH2:38][Cl:39].[F:1][c:2]1[c:3]([O:27][CH3:28])[c:4]2[c:5]([cH:25][cH:26]1)[N:6]=[C:7]([N:18]1[CH2:19][CH2:20][N:21]([CH3:24])[CH2:22][CH2:23]1)[c:8]1[c:9]([s:11][c:12]3[c:13]1[cH:14][cH:15][cH:16][cH:17]3)[NH:10]2>>[F:1][c:2]1[c:3]([OH:27])[c:4]2[c:5]([cH:25][cH:26]1)[N:6]=[C:7]([N:18]1[CH2:19][CH2:20][N:21]([CH3:24])[CH2:22][CH2:23]1)[c:8]1[c:9]([s:11][c:12]3[c:13]1[cH:14][cH:15][cH:16][cH:17]3)[NH:10]2. Product: COc1cc(C)c(S(=O)(=O)N2CCCCC2COCC(=O)N2CCCC(OCCN3CCCC3)(c3cccnc3)CC2)c(C)c1. As a reaction SMILES: [CH2:79]([Cl:80])[Cl:81].[CH3:10][O:11][c:12]1[cH:13][c:14]([CH3:34])[c:15]([S:19](=[O:20])(=[O:21])[N:22]2[CH:23]([CH2:28][O:29][CH2:30][C:31](=[O:32])[OH:33])[CH2:24][CH2:25][CH2:26][CH2:27]2)[c:16]([CH3:18])[cH:17]1.[CH3:46][N:47]([CH3:48])[CH2:49][CH2:50][CH2:51][N:52]=[C:53]=[N:54][CH2:55][CH3:56].[CH:1]([N:2]([CH2:3][CH3:4])[CH:5]([CH3:6])[CH3:7])([CH3:8])[CH3:9].[ClH:45].[ClH:57].[OH:35][n:36]1[c:37]2[c:38]([cH:39][cH:40][cH:41][cH:42]2)[n:43][n:44]1.[n:58]1[cH:59][c:60]([C:64]2([O:71][CH2:72][CH2:73][N:74]3[CH2:75][CH2:76][CH2:77][CH2:78]3)[CH2:65][CH2:66][NH:67][CH2:68][CH2:69][CH2:70]2)[cH:61][cH:62][cH:63]1>>[CH3:10][O:11][c:12]1[cH:13][c:14]([CH3:34])[c:15]([S:19](=[O:20])(=[O:21])[N:22]2[CH:23]([CH2:28][O:29][CH2:30][C:31](=[O:33])[N:67]3[CH2:66][CH2:65][C:64]([c:60]4[cH:59][n:58][cH:63][cH:62][cH:61]4)([O:71][CH2:72][CH2:73][N:74]4[CH2:75][CH2:76][CH2:77][CH2:78]4)[CH2:70][CH2:69][CH2:68]3)[CH2:24][CH2:25][CH2:26][CH2:27]2)[c:16]([CH3:18])[cH:17]1. Starting materials: ClCCl, COc1cc(C)c(S(=O)(=O)N2CCCCC2COCC(=O)O)c(C)c1, CCN=C=NCCCN(C)C, CCN(C(C)C)C(C)C, Cl, Cl, On1nnc2ccccc21, c1cncc(C2(OCCN3CCCC3)CCCNCC2)c1. The reactants are C=CC1CC1(NC(=O)C1CC(Oc2ncc(OC)c3ccc(Cl)cc23)CN1C(=O)C(N(C(=O)[O-])C(C)(C)C)C(C)(C)C)C(=O)NS(=O)(=O)C1CC1, ClCCl, O=C(O)C(F)(F)F. Yields the product C=CC1CC1(NC(=O)C1CC(Oc2ncc(OC)c3ccc(Cl)cc23)CN1C(=O)C(N)C(C)(C)C)C(=O)NS(=O)(=O)C1CC1. RXN SMILES: [C:1]([N:5]([C:2](=[O:3])[O-:4])[CH:9]([C:10](=[O:11])[N:12]1[CH:13]([C:31]([NH:32][C:33]2([C:38]([NH:39][S:40](=[O:41])(=[O:42])[CH:43]3[CH2:44][CH2:45]3)=[O:46])[CH:34]([CH:36]=[CH2:37])[CH2:35]2)=[O:47])[CH2:14][CH:15]([O:17][c:18]2[n:19][cH:20][c:21]([O:29][CH3:30])[c:22]3[cH:23][cH:24][c:25]([Cl:28])[cH:26][c:27]23)[CH2:16]1)[C:48]([CH3:49])([CH3:50])[CH3:51])([CH3:6])([CH3:7])[CH3:8].[Cl:59][CH2:60][Cl:61].[F:52][C:53]([F:54])([F:55])[C:56]([OH:57])=[O:58]>>[NH2:5][CH:9]([C:10](=[O:11])[N:12]1[CH:13]([C:31]([NH:32][C:33]2([C:38]([NH:39][S:40](=[O:41])(=[O:42])[CH:43]3[CH2:44][CH2:45]3)=[O:46])[CH:34]([CH:36]=[CH2:37])[CH2:35]2)=[O:47])[CH2:14][CH:15]([O:17][c:18]2[n:19][cH:20][c:21]([O:29][CH3:30])[c:22]3[cH:23][cH:24][c:25]([Cl:28])[cH:26][c:27]23)[CH2:16]1)[C:48]([CH3:49])([CH3:50])[CH3:51]. Reactants: C(C)(C)(C)OC(NN1C(C2=C(C=CC=C2C=C1C)F)=O)=O ((8-fluoro-3-methyl-1-oxo-1H-isoquinolin-2-yl)-carbamic acid tert-butyl ester), BrN1C(CCC1=O)=O (N-bromosuccinimide), CCOCC (ether). Solvent: CN(C=O)C (N,N-dimethylformamide). Yields the product C(C)(C)(C)OC(NN1C(C2=C(C=CC=C2C(=C1C)Br)F)=O)=O ((4-Bromo-8-fluoro-3-methyl-1-oxo-1H-isoquinolin-2-yl)-carbamic acid tert-butyl ester). Isolated yield 18.5%. As a reaction SMILES: [C:1]([O:5][C:6](=[O:21])[NH:7][N:8]1[C:17]([CH3:18])=[CH:16][C:15]2[C:10](=[C:11]([F:19])[CH:12]=[CH:13][CH:14]=2)[C:9]1=[O:20])([CH3:4])([CH3:3])[CH3:2].[Br:22]N1C(=O)CCC1=O.CCOCC>CN(C)C=O>[C:1]([O:5][C:6](=[O:21])[NH:7][N:8]1[C:17]([CH3:18])=[C:16]([Br:22])[C:15]2[C:10](=[C:11]([F:19])[CH:12]=[CH:13][CH:14]=2)[C:9]1=[O:20])([CH3:4])([CH3:2])[CH3:3]. Procedure: A solution of (8-fluoro-3-methyl-1-oxo-1H-isoquinolin-2-yl)-carbamic acid tert-butyl ester (501.9 mg, 1.717 mmol) and N-bromosuccinimide (366.0 mg, 2.056 mmol) in N,N-dimethylformamide (5 mL) was stirred at r.t. for 60 min. It was poured into 50 ml ether, washed with 5% aq. NaHCO3 two times, then with water 3 times, white precipitate formed, which was filtered and washed with ether to give 118 mg of the pure title product. Supernatant gave 490 mg more of the title product as a colourless solid; ... The reactants are CN(C)C=O, Nc1ccc(OS(=O)(=O)c2ccc(F)cc2)cc1[N+](=O)[O-], c1c[nH]cn1. The product is Nc1ccc(OS(=O)(=O)c2ccc(-n3ccnc3)cc2)cc1[N+](=O)[O-]. As a reaction SMILES: [CH3:27][N:28]([CH3:29])[CH:30]=[O:31].[NH2:1][c:2]1[c:3]([N+:19](=[O:20])[O-:21])[cH:4][c:5]([O:8][S:9](=[O:10])(=[O:11])[c:12]2[cH:13][cH:14][c:15]([F:18])[cH:16][cH:17]2)[cH:6][cH:7]1.[nH:22]1[cH:23][n:24][cH:25][cH:26]1>>[NH2:1][c:2]1[c:3]([N+:19](=[O:20])[O-:21])[cH:4][c:5]([O:8][S:9](=[O:10])(=[O:11])[c:12]2[cH:13][cH:14][c:15](-[n:22]3[cH:23][n:24][cH:25][cH:26]3)[cH:16][cH:17]2)[cH:6][cH:7]1. Reactants: OCc1cccc(OCc2ccccc2)c1, CO, ClCCl, ClI, [Na+], O=C([O-])O. The product is OCc1cc(OCc2ccccc2)ccc1I. RXN SMILES: [CH2:1]([c:2]1[cH:3][cH:4][cH:5][cH:6][cH:7]1)[O:8][c:9]1[cH:10][c:11]([CH2:12][OH:13])[cH:14][cH:15][cH:16]1.[CH3:24][OH:25].[Cl:26][CH2:27][Cl:28].[I:22][Cl:23].[Na+:17].[OH:18][C:19](=[O:20])[O-:21]>>[CH2:1]([c:2]1[cH:3][cH:4][cH:5][cH:6][cH:7]1)[O:8][c:9]1[cH:10][c:11]([CH2:12][OH:13])[c:14]([I:22])[cH:15][cH:16]1.